Dataset: the Open Reaction Database (ORD), a public repository of structured organic reaction records. Task: describe an organic reaction: reactants, conditions, products, and yield Starting materials: Sc1nc2cc(Cl)ccc2s1, O, O=S(=O)(Cl)Cl. Product: Clc1ccc2sc(Cl)nc2c1. RXN SMILES: [Cl:6][c:7]1[cH:8][cH:9][c:10]2[c:11]([n:12][c:13]([SH:15])[s:14]2)[cH:16]1.[OH2:17].[S:1]([Cl:2])(=[O:3])([Cl:4])=[O:5]>>[Cl:4][c:13]1[n:12][c:11]2[c:10]([cH:9][cH:8][c:7]([Cl:6])[cH:16]2)[s:14]1.